This data is from the Open Reaction Database (ORD), a public repository of structured organic reaction records. The task is: describe an organic reaction: reactants, conditions, products, and yield The reactants are CI, O=C1NCN(c2ccccc2)C12CCN(C1CCCCCCCCC1)CC2, Cl. Yields the product CN1CN(c2ccccc2)C2(CCN(C3CCCCCCCCC3)CC2)C1=O, Cl. Reaction SMILES: [CH3:29][I:30].[CH:2]1([N:12]2[CH2:13][CH2:14][C:15]3([C:16](=[O:26])[NH:17][CH2:18][N:19]3[c:20]3[cH:21][cH:22][cH:23][cH:24][cH:25]3)[CH2:27][CH2:28]2)[CH2:3][CH2:4][CH2:5][CH2:6][CH2:7][CH2:8][CH2:9][CH2:10][CH2:11]1.[ClH:1]>>[CH:2]1([N:12]2[CH2:13][CH2:14][C:15]3([C:16](=[O:26])[N:17]([CH3:29])[CH2:18][N:19]3[c:20]3[cH:21][cH:22][cH:23][cH:24][cH:25]3)[CH2:27][CH2:28]2)[CH2:3][CH2:4][CH2:5][CH2:6][CH2:7][CH2:8][CH2:9][CH2:10][CH2:11]1.[ClH:1]. Starting materials: CNS(=O)(=O)C=1NC(C=CC1)=O (2-(N-methylsulphamoyl)pyrid-6-one), C[Si](Cl)(C(C)(C)C)C (dimethyl-(1,1-dimethylethyl)chlorosilane). Yields the product CNS(=O)(=O)C1=NC(=CC=C1)O[Si](C(C)(C)C)(C)C (2-[N-methylsulphamoyl]-6-[dimethyl-(1,1-dimethylethyl)silyloxy]pyridine). RXN SMILES: [CH3:1][NH:2][S:3]([C:6]1[NH:7][C:8](=[O:12])[CH:9]=[CH:10][CH:11]=1)(=[O:5])=[O:4].[CH3:13][Si:14]([CH3:20])([C:16]([CH3:19])([CH3:18])[CH3:17])Cl>>[CH3:1][NH:2][S:3]([C:6]1[CH:11]=[CH:10][CH:9]=[C:8]([O:12][Si:14]([CH3:20])([CH3:13])[C:16]([CH3:19])([CH3:18])[CH3:17])[N:7]=1)(=[O:5])=[O:4]. Procedure details: 2-(N-methylsulphamoyl)pyrid-6-one was silylated with dimethyl-(1,1-dimethylethyl)chlorosilane in the presence of imadazole under standard conditions to give 2-[N-methylsulphamoyl]-6-[dimethyl-(1,1-dimethylethyl)silyloxy]pyridine The reactants are [F-].[Cs+] (caesium fluoride), O (Water), ClC1=C(C=C(C=N1)C1=NC=C(C=N1)CCC)F (2-(6-chloro-5-fluoropyridin-3-yl)-5-propylpyrimidine), CC1(OB(OC1(C)C)C1=CC=C(C=C1)OC(F)(F)F)C (4,4,5,5-tetramethyl-2-(4-trifluoromethoxyphenyl)-1,3,2-dioxaborolane). The reagents and catalysts are bis(tricyclohexylphosphine)palladium dichloride. Solvent: CCOCC (ether), O1CCOCC1 (dioxane). Run at temperature 100 celsius. The product is FC=1C=C(C=NC1C1=CC=C(C=C1)OC(F)(F)F)C1=NC=C(C=N1)CCC (2-[5-fluoro-6-(4-trifluoromethoxyphenyl)pyridin-3-yl]-5-propylpyrimidine). As a reaction SMILES: Cl[C:2]1[N:7]=[CH:6][C:5]([C:8]2[N:13]=[CH:12][C:11]([CH2:14][CH2:15][CH3:16])=[CH:10][N:9]=2)=[CH:4][C:3]=1[F:17].CC1(C)C(C)(C)OB([C:26]2[CH:31]=[CH:30][C:29]([O:32][C:33]([F:36])([F:35])[F:34])=[CH:28][CH:27]=2)O1.[F-].[Cs+].O>O1CCOCC1.CCOCC>[F:17][C:3]1[CH:4]=[C:5]([C:8]2[N:13]=[CH:12][C:11]([CH2:14][CH2:15][CH3:16])=[CH:10][N:9]=2)[CH:6]=[N:7][C:2]=1[C:26]1[CH:27]=[CH:28][C:29]([O:32][C:33]([F:34])([F:35])[F:36])=[CH:30][CH:31]=1 |f:2.3|. Reported procedure: 10.2 mmol of 2-(6-chloro-5-fluoropyridin-3-yl)-5-propylpyrimidine and 10.2 mmol of 4,4,5,5-tetramethyl-2-(4-trifluoromethoxyphenyl)-1,3,2-dioxaborolane are dissolved in 30 ml of dioxane, and 20.4 mmol of caesium fluoride and 0.5 mmol of bis(tricyclohexylphosphine)palladium dichloride catalyst are added. The mixture is heated at 100° C. for 18 hours with stirring. Water and MTB ether are added to the batch, and the organic phase is washed with water, dried using sodium sulfate and evaporated. The... The reactants are NC[C@H](C)N1N=C(C=C1)C1=CC(=C(C#N)C=C1)Cl ((S)-4-(1-(1-aminopropan-2-yl)-1H-pyrazol-3-yl)-2-chlorobenzonitrile), C(C)(=O)C1=CC(=NO1)C(=O)O (5-acetylisoxazole-3-carboxylic acid). Product: C(C)(=O)C1=CC(=NO1)C(=O)NC[C@H](C)N1N=C(C=C1)C1=CC(=C(C=C1)C#N)Cl ((S)-5-acetyl-N-(2-(3-(3-chloro-4-cyanophenyl)-1H-pyrazol-1-yl)propyl)-isoxazole-3-carboxamide). Yield: 24.6%. RXN SMILES: [NH2:1][CH2:2][C@@H:3]([N:5]1[CH:9]=[CH:8][C:7]([C:10]2[CH:17]=[CH:16][C:13]([C:14]#[N:15])=[C:12]([Cl:18])[CH:11]=2)=[N:6]1)[CH3:4].[C:19]([C:22]1[O:26][N:25]=[C:24]([C:27](O)=[O:28])[CH:23]=1)(=[O:21])[CH3:20]>>[C:19]([C:22]1[O:26][N:25]=[C:24]([C:27]([NH:1][CH2:2][C@@H:3]([N:5]2[CH:9]=[CH:8][C:7]([C:10]3[CH:17]=[CH:16][C:13]([C:14]#[N:15])=[C:12]([Cl:18])[CH:11]=3)=[N:6]2)[CH3:4])=[O:28])[CH:23]=1)(=[O:21])[CH3:20]. Procedure: (S)-5-acetyl-N-(2-(3-(3-chloro-4-cyanophenyl)-1H-pyrazol-1-yl)propyl)-isoxazole-3-carboxamide was prepared using the method of Example 34(d) starting from (S)-4-(1-(1-aminopropan-2-yl)-1H-pyrazol-3-yl)-2-chlorobenzonitrile (106 mg, 0.408 mmol) and 5-acetylisoxazole-3-carboxylic acid (76 mg, 0.490 mmol). The product was purified by Flash-chromatography. Yield 24.6%. 1H-NMR (400 MHz; CDCl3): δ 1.63 (d, 3H), 2.63 (s, 3H), 3.78-3.88 (m, 1H), 3.91-4.00 (m, 1H), 4.59-4.69 (m, 1H), 6.63 (d, 1H), 7.29 (... The reactants are FC=1C(NC(NC1)=O)=O (5-fluorouracil), C(CCCCCCC)N=C=O (n-octyl isocyanate). The solvent is CC(=O)N(C)C (dimethyl acetamide). Run at time 8 hour. The product is C(CCCCCCC)NC(=O)N1C(=O)NC(=O)C(=C1)F (1-(N-n-octylcarbamoyl)-5-fluorouracil). The yield is 43.2%. RXN SMILES: [F:1][C:2]1[C:3](=[O:9])[NH:4][C:5](=[O:8])[NH:6][CH:7]=1.[CH2:10]([N:18]=[C:19]=[O:20])[CH2:11][CH2:12][CH2:13][CH2:14][CH2:15][CH2:16][CH3:17]>CC(N(C)C)=O>[CH2:10]([NH:18][C:19]([N:6]1[CH:7]=[C:2]([F:1])[C:3](=[O:9])[NH:4][C:5]1=[O:8])=[O:20])[CH2:11][CH2:12][CH2:13][CH2:14][CH2:15][CH2:16][CH3:17]. Reported procedure: 40 ml of dimethyl acetamide was added to 10.01 g of 5-fluorouracil and 11.95g of n-octyl isocyanate. After the reaction was carried out at 60° C for an hour, the reaction mixture was allowed to stand overnight at room temperature. The solvent was distilled off and to the residue were added 200 ml of chloroform and 300 ml of water to effect extraction. The chloroform layer was dried over anhydrous sodium sulfate. After evaporating off the chloroform, the precipitated crystals were recrystallized ... Procedure details: 178 ml (17.9 mmol) of a 0.1 M solution of samarium diiodide in THF is cooled to 0° C. under argon, and a solution of 2.60 g (5.10 mmol) of (S*,R*)-3-[2-(4-bromophenyl)-4,6-diethoxy-3-oxo-2,3-dihydrobenzofuran-2-yl]-3-phenylpropanal in 30 ml of degassed THF is added dropwise. The mixture is stirred at 0° C. for 1 h and at RT for 1 h. An ice-cold saturated sodium potassium tartrate solution with 10% potassium carbonate is added, the phases are separated, the aqueous phase is extracted three times ... Run in C1CCOC1 (THF), C1CCOC1 (THF). RXN SMILES: [I-].[I-].[Sm+2].[Br:4][C:5]1[CH:10]=[CH:9][C:8]([C@:11]2([C@H:27]([C:31]3[CH:36]=[CH:35][CH:34]=[CH:33][CH:32]=3)[CH2:28][CH:29]=[O:30])[C:15](=[O:16])[C:14]3[C:17]([O:24][CH2:25][CH3:26])=[CH:18][C:19]([O:21][CH2:22][CH3:23])=[CH:20][C:13]=3[O:12]2)=[CH:7][CH:6]=1.C(=O)([O-])[O-].[K+].[K+]>C1COCC1>[Br:4][C:5]1[CH:10]=[CH:9][C:8]([C@:11]23[C@H:27]([C:31]4[CH:32]=[CH:33][CH:34]=[CH:35][CH:36]=4)[CH2:28][C@H:29]([OH:30])[C@@:15]2([OH:16])[C:14]2[C:17]([O:24][CH2:25][CH3:26])=[CH:18][C:19]([O:21][CH2:22][CH3:23])=[CH:20][C:13]=2[O:12]3)=[CH:7][CH:6]=1 |f:0.1.2,4.5.6|. Yields the product BrC1=CC=C(C=C1)[C@@]12OC3=C([C@@]1([C@H](C[C@H]2C2=CC=CC=C2)O)O)C(=CC(=C3)OCC)OCC ((1S*,3S*,3aR*,8bS*)-3a-(4-Bromophenyl)-6,8-diethoxy-3-phenyl-2,3,3a,8b-tetrahydrocyclopenta-[b]benzofuran-1,8b-(1H)-diol). Run at temperature 0 celsius, time 1 hour. The reactants are BrC1=CC=C(C=C1)[C@]1(OC2=C(C1=O)C(=CC(=C2)OCC)OCC)[C@@H](CC=O)C2=CC=CC=C2 ((S*,R*)-3-[2-(4-bromophenyl)-4,6-diethoxy-3-oxo-2,3-dihydrobenzofuran-2-yl]-3-phenylpropanal), solution, [I-].[I-].[Sm+2] (samarium diiodide), ice, C([O-])([O-])=O.[K+].[K+] (potassium carbonate). The reactants are ClC=1C=C(C=CC1Cl)S(=O)(=O)Cl (3,4-dichlorobenzenesulfonyl chloride), N1=CC=CC=C1 (pyridine), COC(=O)C1NC2=CC=CC=C2C1 (Indoline-2-carboxylic acid methyl ester). The solvent is C(Cl)Cl (DCM), C(Cl)Cl (DCM), C(Cl)Cl (DCM). Reaction conditions: time 8 hour. Yields the product ClC=1C=C(C=CC1Cl)S(=O)(=O)N1C(CC2=CC=CC=C12)C(=O)OC (Methyl 1-(3,4-dichlorophenylsulfonyl)indoline-2-carboxylate). As a reaction SMILES: [CH3:1][O:2][C:3]([CH:5]1[CH2:13][C:12]2[C:7](=[CH:8][CH:9]=[CH:10][CH:11]=2)[NH:6]1)=[O:4].N1C=CC=CC=1.[Cl:20][C:21]1[CH:22]=[C:23]([S:28](Cl)(=[O:30])=[O:29])[CH:24]=[CH:25][C:26]=1[Cl:27]>C(Cl)Cl>[Cl:20][C:21]1[CH:22]=[C:23]([S:28]([N:6]2[C:7]3[C:12](=[CH:11][CH:10]=[CH:9][CH:8]=3)[CH2:13][CH:5]2[C:3]([O:2][CH3:1])=[O:4])(=[O:29])=[O:30])[CH:24]=[CH:25][C:26]=1[Cl:27]. Reported procedure: Indoline-2-carboxylic acid methyl ester (33.0 g, 149.7 mmol) was dissolved in DCM (400 ml), and pyridine (37.8 ml, 463.2 mmol) was added thereto. A solution of 3,4-dichlorobenzenesulfonyl chloride (24.1 ml, 154.4 mmol) dissolved in DCM (100 ml) was then added, and the mixture was stirred overnight under reflux and then cooled to room temperature. The mixture was diluted with DCM and washed in succession with 0.5 M KHSO4, saturated NaHCO3 solution and saturated NaCl solution. The organic phase wa... The reactants are ClC1=CC(=NC(=C1C(=O)OCC)C)Cl (ethyl 4,6-dichloro-2-methylnicotinate), O.NN (hydrazine monohydrate). Solvent: C(C)O (ethanol), O (water). Conditions: temperature 80 celsius, time 17.5 hour. Product: ClC1=CC2=C(C(=N1)C)C(NN2)=O (6-chloro-4-methyl-1H-pyrazolo[4,3-c]pyridin-3(2H)-one). As a reaction SMILES: Cl[C:2]1[C:7]([C:8](OCC)=[O:9])=[C:6]([CH3:13])[N:5]=[C:4]([Cl:14])[CH:3]=1.O.[NH2:16][NH2:17]>C(O)C.O>[Cl:14][C:4]1[N:5]=[C:6]([CH3:13])[C:7]2[C:8](=[O:9])[NH:16][NH:17][C:2]=2[CH:3]=1 |f:1.2|. Procedure: A mixture of ethyl 4,6-dichloro-2-methylnicotinate (5.00 g, 21.36 mmol) and hydrazine monohydrate (2.1 mL, 43.3 mmol) in ethanol (22 mL) was heated to 80° C. and stirred for 17.5 h. The reaction was cooled to room temperature, diluted with water, filtered, rinsed with water, and dried under vacuum to provide 6-chloro-4-methyl-1H-pyrazolo[4,3-c]pyridin-3(2H)-one, which was carried onto the next step without further purification. MS ESI calc'd. for C7H6ClN3O [M+1]+ 184. found 184. Reactants: O=C([O-])[O-], C1CCOC1, CN(C)c1ccncc1, CCOC(C)=O, COc1cc(N)cc(C(F)(F)F)c1, O=C(Cl)Oc1ccccc1, [K+], [K+]. The product is COc1cc(NC(=O)Oc2ccccc2)cc(C(F)(F)F)c1. Reaction SMILES: [C:19](=[O:20])([O-:21])[O-:22].[CH2:1]1[O:2][CH2:3][CH2:4][CH2:5]1.[CH3:35][N:36]([CH3:37])[c:38]1[cH:39][cH:40][n:41][cH:42][cH:43]1.[CH3:44][CH2:45][O:46][C:47]([CH3:48])=[O:49].[CH3:6][O:7][c:8]1[cH:9][c:10]([NH2:11])[cH:12][c:13]([C:15]([F:16])([F:17])[F:18])[cH:14]1.[Cl:25][C:26](=[O:27])[O:28][c:29]1[cH:30][cH:31][cH:32][cH:33][cH:34]1.[K+:23].[K+:24]>>[CH3:6][O:7][c:8]1[cH:9][c:10]([NH:11][C:26](=[O:27])[O:28][c:29]2[cH:30][cH:31][cH:32][cH:33][cH:34]2)[cH:12][c:13]([C:15]([F:16])([F:17])[F:18])[cH:14]1. The reactants are ClC=1C=C(C=C(C1CC1C(N(CC1)[C@@H]1CC[C@@H](CC1)F)=O)Cl)OS(=O)(=O)C(F)(F)F (trifluoro-methanesulfonic acid 3,5-dichloro-4-[cis-1-(4-fluoro-cyclohexyl)-2-oxo-pyrrolidin-3-ylmethyl]-phenyl ester), N1=CC(=CC=C1)B(O)O (pyridine-3-boronic acid), C(=O)([O-])[O-].[Na+].[Na+] (Na2CO3). Reagents/catalysts: C=1C=CC(=CC1)[P](C=2C=CC=CC2)(C=3C=CC=CC3)[Pd]([P](C=4C=CC=CC4)(C=5C=CC=CC5)C=6C=CC=CC6)([P](C=7C=CC=CC7)(C=8C=CC=CC8)C=9C=CC=CC9)[P](C=1C=CC=CC1)(C=1C=CC=CC1)C=1C=CC=CC1 (Pd(PPh3)4). Run in C(OC)COC (dimethoxy ethane). Yields the product ClC1=C(CC2C(N(CC2)[C@@H]2CC[C@@H](CC2)F)=O)C(=CC(=C1)C=1C=NC=CC1)Cl (3-(2,6-Dichloro-4-pyridin-3-yl-benzyl)-cis-1-(4-fluoro-cyclohexyl)-pyrrolidin-2-one). As a reaction SMILES: [Cl:1][C:2]1[CH:3]=[C:4](OS(C(F)(F)F)(=O)=O)[CH:5]=[C:6]([Cl:22])[C:7]=1[CH2:8][CH:9]1[CH2:13][CH2:12][N:11]([C@H:14]2[CH2:19][CH2:18][C@@H:17]([F:20])[CH2:16][CH2:15]2)[C:10]1=[O:21].[N:31]1[CH:36]=[CH:35][CH:34]=[C:33](B(O)O)[CH:32]=1.C([O-])([O-])=O.[Na+].[Na+]>C(COC)OC.C1C=CC([P]([Pd]([P](C2C=CC=CC=2)(C2C=CC=CC=2)C2C=CC=CC=2)([P](C2C=CC=CC=2)(C2C=CC=CC=2)C2C=CC=CC=2)[P](C2C=CC=CC=2)(C2C=CC=CC=2)C2C=CC=CC=2)(C2C=CC=CC=2)C2C=CC=CC=2)=CC=1>[Cl:1][C:2]1[CH:3]=[C:4]([C:33]2[CH:32]=[N:31][CH:36]=[CH:35][CH:34]=2)[CH:5]=[C:6]([Cl:22])[C:7]=1[CH2:8][CH:9]1[CH2:13][CH2:12][N:11]([C@H:14]2[CH2:19][CH2:18][C@@H:17]([F:20])[CH2:16][CH2:15]2)[C:10]1=[O:21] |f:2.3.4,^1:55,57,76,95|. Procedure details: Heat a solution of trifluoro-methanesulfonic acid 3,5-dichloro-4-[cis-1-(4-fluoro-cyclohexyl)-2-oxo-pyrrolidin-3-ylmethyl]-phenyl ester (Preparation 27) (0.346 g, 0.705 mmol), pyridine-3-boronic acid (0.173 g, 1.41 mmol), Pd(PPh3)4 (81 mg), 7 mL of 0.1 M Na2CO3 aq solution in 7 mL of dimethoxy ethane at 80° C. for 24 h. Cool the mixture to room temp and quench with 20 mL of 1N HCl. Dilute the mixture with 20 mL of EtOAc. Wash the organic layer with water, brine and dry over Na2SO4, filter and co...